This data is from the Open Reaction Database (ORD), a public repository of structured organic reaction records. The task is: describe an organic reaction: reactants, conditions, products, and yield The reactants are IC1=CC=C(C=C1)C(C)=O (4′-iodoacetophenone). The reagents and catalysts are CCCC[N+](CCCC)(CCCC)CCCC.C1=CC=C(C=C1)[Si-](C2=CC=CC=C2)(C3=CC=CC=C3)(F)F (TBAT), [CH2-]C=C.[CH2-]C=C.Cl[Pd+].Cl[Pd+] (allyl palladium chloride dimer). Run in CN(C)C=O (DMF). Reaction conditions: temperature 95 celsius. Product: C(C)(=O)C1=CC=C(C=C1)C1=CC=CC=C1 (4-acetylbiphenyl). Isolated yield 174.0%. As a reaction SMILES: I[C:2]1[CH:7]=[CH:6][C:5]([C:8](=[O:10])[CH3:9])=[CH:4][CH:3]=1>CCCC[N+](CCCC)(CCCC)CCCC.C1C=CC([Si-](F)(F)(C2C=CC=CC=2)C2C=CC=CC=2)=CC=1.CN(C=O)C.[CH2-]C=C.[CH2-]C=C.Cl[Pd+].Cl[Pd+]>[C:8]([C:5]1[CH:6]=[CH:7][C:2]([C:2]2[CH:7]=[CH:6][CH:5]=[CH:4][CH:3]=2)=[CH:3][CH:4]=1)(=[O:10])[CH3:9] |f:1.2,4.5.6.7|. Procedure: To a solution of 0.101 g (0.410 mmol) of 4′-iodoacetophenone and 1.113 g (2.062 mmol) of TBAT in 10 mL of DMF was added 12 mg (0.033 mmol) of allyl palladium chloride dimer. The reaction mixture was degassed to remove oxygen via one freeze-pump-thaw cycle. The red-brown mixture was heated at 95° C. for 5 h. The resulting brown mixture was quenched by the addition of 50 mnL of H2O; the aqueous layer was then extracted with 4×50 mL of Et2O, and the combined organic layers were dried over MgSO4 and... Starting materials: [H-].[Al+3].[Li+].[H-].[H-].[H-] (lithium aluminium hydride), O (water), N1(CCCC1)CCCOC1=CC=C(C=C1)C1(CCOCC1)C(=O)OC (methyl 4-[4-(3-pyrrolidin-1-ylpropoxy)phenyl]tetrahydro-2H-pyran-4-carboxylate). The solvent is O1CCCC1 (tetrahydrofuran), O1CCCC1 (tetrahydrofuran), O1CCCC1 (tetrahydrofuran). Conditions: temperature 2.5 celsius. Yields the product N1(CCCC1)CCCOC1=CC=C(C=C1)C1(CCOCC1)CO ({4-[4-(3-pyrrolidin-1-ylpropoxy)phenyl]tetrahydro-2H-pyran-4-yl}methanol). The yield is 93.3%. RXN SMILES: [H-].[Al+3].[Li+].[H-].[H-].[H-].[N:7]1([CH2:12][CH2:13][CH2:14][O:15][C:16]2[CH:21]=[CH:20][C:19]([C:22]3([C:28](OC)=[O:29])[CH2:27][CH2:26][O:25][CH2:24][CH2:23]3)=[CH:18][CH:17]=2)[CH2:11][CH2:10][CH2:9][CH2:8]1.O>O1CCCC1>[N:7]1([CH2:12][CH2:13][CH2:14][O:15][C:16]2[CH:21]=[CH:20][C:19]([C:22]3([CH2:28][OH:29])[CH2:23][CH2:24][O:25][CH2:26][CH2:27]3)=[CH:18][CH:17]=2)[CH2:11][CH2:10][CH2:9][CH2:8]1 |f:0.1.2.3.4.5|. Reported procedure: Anhydrous tetrahydrofuran (141 ml, 10 vol) was charged rapidly onto stirred and cooled (0-5° C.) lithium aluminium hydride (6.2 g, 0.1634 mol, 0.44 wt) under nitrogen. The resulting slurry was cooled to 0-5° C. and then a solution of methyl 4-[4-(3-pyrrolidin-1-ylpropoxy)phenyl]tetrahydro-2H-pyran-4-carboxylate (14.1 g, 0.04058 mol) in tetrahydrofuran (99 ml, 7 vol) was added dropwise over 30 minutes maintaining 0-5° C. On complete addition the reaction was allowed to warm to room temperature ov... The solvent is C(C)O (ethanol), C(C)(C)O (isopropanol). Procedure details: A solution of fumaric acid (0.464 g, 4 mmol) in absolute ethanol (10 ml) is added to a solution of 4-(4-chlorophenyl)-1,2,3,6-tetrahydro-1-[4-(1H-1,2,4-triazol-1-yl)butyl]pyridine (1.26 g, 4 mmol) in isopropanol (12 ml) at 40° C. After about 20 minutes a precipitate appears, which is filtered after cooling to room temperature, washed with cold ethanol and dried, yielding 1.65 g (93%) of 4-(4-chlorophenyl)-1,2,3,6-tetrahydro-1-[4-(1H-1,2,4-triazol-1-yl)butyl]pyridine fumarate of m.p. 156-9° C. Reactants: C(\C=C\C(=O)O)(=O)O (fumaric acid), ClC1=CC=C(C=C1)C=1CCN(CC1)CCCCN1N=CN=C1 (4-(4-chlorophenyl)-1,2,3,6-tetrahydro-1-[4-(1H-1,2,4-triazol-1-yl)butyl]pyridine). Reaction SMILES: [C:1]([OH:8])(=[O:7])/[CH:2]=[CH:3]/[C:4]([OH:6])=[O:5].[Cl:9][C:10]1[CH:15]=[CH:14][C:13]([C:16]2[CH2:17][CH2:18][N:19]([CH2:22][CH2:23][CH2:24][CH2:25][N:26]3[CH:30]=[N:29][CH:28]=[N:27]3)[CH2:20][CH:21]=2)=[CH:12][CH:11]=1>C(O)C.C(O)(C)C>[C:1]([OH:8])(=[O:7])/[CH:2]=[CH:3]/[C:4]([OH:6])=[O:5].[Cl:9][C:10]1[CH:15]=[CH:14][C:13]([C:16]2[CH2:21][CH2:20][N:19]([CH2:22][CH2:23][CH2:24][CH2:25][N:26]3[CH:30]=[N:29][CH:28]=[N:27]3)[CH2:18][CH:17]=2)=[CH:12][CH:11]=1 |f:4.5|. Reaction conditions: time 20 minute. The product is C(\C=C\C(=O)O)(=O)O.ClC1=CC=C(C=C1)C=1CCN(CC1)CCCCN1N=CN=C1 (4-(4-chlorophenyl)-1,2,3,6-tetrahydro-1-[4-(1H-1,2,4-triazol-1-yl)butyl]pyridine fumarate). The yield is 95.3%. Starting materials: [H][H] (hydrogen), Cl (HCl), C1(CCCC1)N1C(N(C2=C1C=CC(=C2)C(C(=NO)C=2C=C(C=CC2)C)=O)C)=O (1-(1-Cyclopentyl-3-methyl-2-oxo-2,3-dihydro-1H-benzoimidazol-5-yl)-2-m-tolyl-ethane-1,2-dione 2-oxime). The reagents and catalysts are [Pd] (Pd on carbon). Run in C(C)OCC (diethyl ether), C(C)O (ethanol). Run at time 3 hour. Yields the product Cl.NC(C(O)C1=CC2=C(N(C(N2C)=O)C2CCCC2)C=C1)C=1C=C(C=CC1)C (5-(2-Amino-1-hydroxy-2-m-tolyl-ethyl)-1-cyclopentyl-3-methyl-1,3-dihydro-benzoimidazol-2-one hydrochloride). Yield: 92.4%. RXN SMILES: [CH:1]1([N:6]2[C:10]3[CH:11]=[CH:12][C:13]([C:15](=[O:26])[C:16]([C:19]4[CH:20]=[C:21]([CH3:25])[CH:22]=[CH:23][CH:24]=4)=[N:17]O)=[CH:14][C:9]=3[N:8]([CH3:27])[C:7]2=[O:28])[CH2:5][CH2:4][CH2:3][CH2:2]1.[ClH:29].[H][H]>C(O)C.C(OCC)C.[Pd]>[ClH:29].[NH2:17][CH:16]([C:19]1[CH:20]=[C:21]([CH3:25])[CH:22]=[CH:23][CH:24]=1)[CH:15]([C:13]1[CH:12]=[CH:11][C:10]2[N:6]([CH:1]3[CH2:2][CH2:3][CH2:4][CH2:5]3)[C:7](=[O:28])[N:8]([CH3:27])[C:9]=2[CH:14]=1)[OH:26] |f:6.7|. Procedure: 1-(1-Cyclopentyl-3-methyl-2-oxo-2,3-dihydro-1H-benzoimidazol-5-yl)-2-m-tolyl-ethane-1,2-dione 2-oxime (5 gm, 13.2 mmol) was dissolved in ethanol (300 mL) in a Parr bottle. Concentrated HCl (3.3 mL, 40 mmol) was added, followed by 10% Pd on carbon (approximately 0.5 gm). The resulting mixture was placed on a Parr hydrogenation apparatus and hydrogenated at a hydrogen pressure of 40 psi. Hydrogen consumption slowed considerably after 3 hours, with the amino ketone being formed initially. Hydrogena... Starting materials: C=CCc1ccc2c(c1)-c1[nH]c3ccc(C(F)(F)F)cc3c1CC(=O)N2, CN(C)C=O, O, Cl[Pd]Cl. Product: CC(=O)Cc1ccc2c(c1)-c1[nH]c3ccc(C(F)(F)F)cc3c1CC(=O)N2. Reaction SMILES: [CH2:1]([CH:2]=[CH2:3])[c:4]1[cH:5][cH:6][c:7]2[c:8]([cH:26]1)-[c:9]1[c:10]([c:15]3[cH:16][c:17]([C:22]([F:23])([F:24])[F:25])[cH:18][cH:19][c:20]3[nH:21]1)[CH2:11][C:12](=[O:14])[NH:13]2.[O:28]=[CH:29][N:30]([CH3:31])[CH3:32].[OH2:27].[Pd:33]([Cl:34])[Cl:35]>>[CH2:1]([C:2]([CH3:3])=[O:27])[c:4]1[cH:5][cH:6][c:7]2[c:8]([cH:26]1)-[c:9]1[c:10]([c:15]3[cH:16][c:17]([C:22]([F:23])([F:24])[F:25])[cH:18][cH:19][c:20]3[nH:21]1)[CH2:11][C:12](=[O:14])[NH:13]2.